This data is from the Open Reaction Database (ORD), a public repository of structured organic reaction records. The task is: describe an organic reaction: reactants, conditions, products, and yield Reactants: CC(C)(C)OC(=O)N1CCC(n2ncc3c(Cl)ncnc32)CC1, O=C([O-])[O-], Cc1nc(-n2cncn2)ccc1N, CN(C)C=O, ClCCl, [K+], [K+], O. Yields the product Cc1nc(-n2cncn2)ccc1Oc1ncnc2c1cnn2C1CCN(C(=O)OC(C)(C)C)CC1. Reaction SMILES: [C:1]([CH3:2])([CH3:3])([CH3:4])[O:5][C:6](=[O:7])[N:8]1[CH2:9][CH2:10][CH:11]([n:14]2[n:15][cH:16][c:17]3[c:18]2[n:19][cH:20][n:21][c:22]3[Cl:23])[CH2:12][CH2:13]1.[C:37]([O-:38])(=[O:39])[O-:40].[CH3:24][c:25]1[n:26][c:27](-[n:32]2[n:33][cH:34][n:35][cH:36]2)[cH:28][cH:29][c:30]1[NH2:31].[CH3:46][N:47]([CH3:48])[CH:49]=[O:50].[Cl:43][CH2:44][Cl:45].[K+:41].[K+:42].[OH2:51]>>[C:1]([CH3:2])([CH3:3])([CH3:4])[O:5][C:6](=[O:7])[N:8]1[CH2:9][CH2:10][CH:11]([n:14]2[n:15][cH:16][c:17]3[c:18]2[n:19][cH:20][n:21][c:22]3[O:38][c:30]2[c:25]([CH3:24])[n:26][c:27](-[n:32]3[n:33][cH:34][n:35][cH:36]3)[cH:28][cH:29]2)[CH2:12][CH2:13]1.